From a dataset of the Open Reaction Database (ORD), a public repository of structured organic reaction records. describe an organic reaction: reactants, conditions, products, and yield The reactants are CCN=C=NCCCN(C)C, ClCCl, CN1CCOCC1, Cl, Cc1cc(C(=O)O)ncc1C(Sc1ccc(F)cc1)c1cc(F)ccc1F, NCCO, O, On1nnc2ccccc21. Yields the product Cc1cc(C(=O)NCCO)ncc1C(Sc1ccc(F)cc1)c1cc(F)ccc1F. As a reaction SMILES: [CH2:50]([N:51]=[C:52]=[N:53][CH2:54][CH2:55][CH2:56][N:57]([CH3:58])[CH3:59])[CH3:60].[CH2:61]([Cl:62])[Cl:63].[CH3:42][N:43]1[CH2:44][CH2:45][O:46][CH2:47][CH2:48]1.[ClH:49].[F:1][c:2]1[c:3]([CH:9]([c:10]2[c:11]([CH3:19])[cH:12][c:13]([C:16](=[O:17])[OH:18])[n:14][cH:15]2)[S:20][c:21]2[cH:22][cH:23][c:24]([F:27])[cH:25][cH:26]2)[cH:4][c:5]([F:8])[cH:6][cH:7]1.[NH2:28][CH2:29][CH2:30][OH:31].[OH2:64].[OH:32][n:33]1[c:34]2[cH:35][cH:36][cH:37][cH:38][c:39]2[n:40][n:41]1>>[F:1][c:2]1[c:3]([CH:9]([c:10]2[c:11]([CH3:19])[cH:12][c:13]([C:16](=[O:18])[NH:28][CH2:29][CH2:30][OH:31])[n:14][cH:15]2)[S:20][c:21]2[cH:22][cH:23][c:24]([F:27])[cH:25][cH:26]2)[cH:4][c:5]([F:8])[cH:6][cH:7]1. Starting materials: N1(C=NC=C1)C1=CC=C(C=N1)C(CCC(=O)OCC)=O (ethyl 4-[6-(1H-imidazol-1-yl)pyrid-3-yl]-4-oxo-butanoate). Run in C(=O)([O-])[O-].[Na+].[Na+] (Na2CO3). Yields the product N1(C=NC=C1)C1=CC=C(C=N1)C(CCC(=O)O)=O (4-[6-(1H-imidazol-1-yl)pyrid-3-yl]-4-oxo-butanoic acid). RXN SMILES: [N:1]1([C:6]2[N:11]=[CH:10][C:9]([C:12](=[O:20])[CH2:13][CH2:14][C:15]([O:17]CC)=[O:16])=[CH:8][CH:7]=2)[CH:5]=[CH:4][N:3]=[CH:2]1>C([O-])([O-])=O.[Na+].[Na+]>[N:1]1([C:6]2[N:11]=[CH:10][C:9]([C:12](=[O:20])[CH2:13][CH2:14][C:15]([OH:17])=[O:16])=[CH:8][CH:7]=2)[CH:5]=[CH:4][N:3]=[CH:2]1 |f:1.2.3|. Procedure details: A solution of ethyl, 4-cyano-4-[6-(1H-imidazol-1-yl)pyrid-3-yl]-4-N-morpholino butyrate (2.34 g, 6.34 mmol) in 14 ml of acetic acid containing 0.9 ml of water is heated to reflux for 1 day. The solvent is removed and the residue is dissolved in CHCl3 and extracted with saturated aqueous NaHCO3 solution. The organic layer is then separated, dried (Na2SO4) and evaporated to give crude ethyl 4-[6-(1H-imidazol-1-yl)pyrid-3-yl]-4-oxo-butanoate. Saponification of the ester in aqueous Na2CO3 at 23° C. ... The reactants are OC=1C=C2C=C(N(C2=CC1)C(C)C)C(=O)O (5-Hydroxy-1-isopropyl-1H-indole-2-carboxylic acid), N1CCS(CC1)(=O)=O (thiomorpholine-1,1-dioxide). The product is O=S1(CCN(CC1)C(=O)C=1N(C2=CC=C(C=C2C1)O)C(C)C)=O ((1,1-Dioxo-1λ6-thiomorpholin-4-yl)-(5-hydroxy-1-isopropyl-1H-indol-2-yl)-methanone). As a reaction SMILES: [OH:1][C:2]1[CH:3]=[C:4]2[C:8](=[CH:9][CH:10]=1)[N:7]([CH:11]([CH3:13])[CH3:12])[C:6]([C:14]([OH:16])=O)=[CH:5]2.[NH:17]1[CH2:22][CH2:21][S:20](=[O:24])(=[O:23])[CH2:19][CH2:18]1>>[O:23]=[S:20]1(=[O:24])[CH2:21][CH2:22][N:17]([C:14]([C:6]2[N:7]([CH:11]([CH3:12])[CH3:13])[C:8]3[C:4]([CH:5]=2)=[CH:3][C:2]([OH:1])=[CH:10][CH:9]=3)=[O:16])[CH2:18][CH2:19]1. Procedure: In analogy to the procedure described for the synthesis of example 1, step 3, the title compound was synthesized from 5-Hydroxy-1-isopropyl-1H-indole-2-carboxylic acid (Example 20, step 3) and thiomorpholine-1,1-dioxide (purchased at Syntec, ref. M1201). The desired product was obtained in a yield of 75% as white solid. MS (m/e): 335.5 (M−H, 100%). Reported procedure: When in the above procedure 1,3-diethoxy-17β-hydroxyestra-1,3,5(10)-triene and 3-ethoxy-17β-hydroxy-1-methoxyestra-1,3,5(10)-triene are employed in place of 1,3-dimethoxy-17β-hydroxyestra-1,3,5(10)-triene, 17β-(2-cyanoethoxy)-1,3-diethoxyestra-1,3,5(10)-triene and 17β-(2-cyanoethoxy)-3-ethoxy-1-methoxyestra-1,3,5(10)-triene are obtained. Starting materials: C(C)OC1=CC(=CC=2CC[C@H]3[C@@H]4CC[C@@H]([C@@]4(C)CC[C@@H]3C12)O)OCC (1,3-diethoxy-17β-hydroxyestra-1,3,5(10)-triene), C(#N)CCO[C@@H]1[C@]2(C)[C@@H](CC1)[C@@H]1CCC=3C=C(C=C(C3[C@H]1CC2)OCC)OCC (17β-(2-cyanoethoxy)-1,3-diethoxyestra-1,3,5(10)-triene), C(#N)CCO[C@@H]1[C@]2(C)[C@@H](CC1)[C@@H]1CCC=3C=C(C=C(C3[C@H]1CC2)OC)OCC (17β-(2-cyanoethoxy)-3-ethoxy-1-methoxyestra-1,3,5(10)-triene), C(C)OC1=CC=2CC[C@H]3[C@@H]4CC[C@@H]([C@@]4(C)CC[C@@H]3C2C(=C1)OC)O (3-ethoxy-17β-hydroxy-1-methoxyestra-1,3,5(10)-triene), COC1=CC(=CC=2CC[C@H]3[C@@H]4CC[C@@H]([C@@]4(C)CC[C@@H]3C12)O)OC (1,3-dimethoxy-17β-hydroxyestra-1,3,5(10)-triene). RXN SMILES: C(OC1C2[C@@H]3[C@H]([C@H]4[C@@](CC3)(C)[C@@H](O)CC4)CCC=2C=C(OCC)C=1)C.C(OC1C=C(OC)C2[C@@H]3[C@H]([C@H]4[C@@](CC3)(C)[C@@H](O)CC4)CCC=2C=1)C.COC1C2[C@@H]3[C@H]([C@H]4[C@@](CC3)(C)[C@@H](O)CC4)CCC=2C=C(OC)C=1.[C:73]([CH2:75][CH2:76][O:77][C@H:78]1[CH2:83][CH2:82][C@H:81]2[C@H:84]3[C@H:93]([CH2:94][CH2:95][C@:79]12[CH3:80])[C:92]1[C:91]([O:96][CH2:97]C)=[CH:90][C:89]([O:99][CH2:100]C)=[CH:88][C:87]=1[CH2:86][CH2:85]3)#[N:74].C(CCO[C@H]1CC[C@H]2[C@H]3[C@H](CC[C@]12C)C1C(OC)=CC(OCC)=CC=1CC3)#N>>[C:73]([CH2:75][CH2:76][O:77][C@H:78]1[CH2:83][CH2:82][C@H:81]2[C@H:84]3[C@H:93]([CH2:94][CH2:95][C@:79]12[CH3:80])[C:92]1[C:91]([O:96][CH3:97])=[CH:90][C:89]([O:99][CH3:100])=[CH:88][C:87]=1[CH2:86][CH2:85]3)#[N:74]. Yields the product C(#N)CCO[C@@H]1[C@]2(C)[C@@H](CC1)[C@@H]1CCC=3C=C(C=C(C3[C@H]1CC2)OC)OC (17β-(2-Cyanoethoxy)-1,3-dimethoxyestra-1,3,5-(10)-triene). Starting materials: ClCCC(=O)N1C2=C(NC(C3=C1C=CC=C3)=O)C=CC=C2 (5-(3-chloro-propionyl)-5,10-dihydro-11H-dibenzo[b,e][1,4]diazepin-11-one), N1CCOCC1 (morpholine). Run in C(C)(C)O (isopropanol). Product: O1CCN(CC1)CCC(=O)N1C2=C(NC(C3=C1C=CC=C3)=O)C=CC=C2 (5,10-Dihydro-5-[3-morpholino-propionyl]-11H-dibenzo[b,e][1,4]diazepin-11-one). RXN SMILES: Cl[CH2:2][CH2:3][C:4]([N:6]1[C:12]2[CH:13]=[CH:14][CH:15]=[CH:16][C:11]=2[C:10](=[O:17])[NH:9][C:8]2[CH:18]=[CH:19][CH:20]=[CH:21][C:7]1=2)=[O:5].[NH:22]1[CH2:27][CH2:26][O:25][CH2:24][CH2:23]1>C(O)(C)C>[O:25]1[CH2:26][CH2:27][N:22]([CH2:2][CH2:3][C:4]([N:6]2[C:12]3[CH:13]=[CH:14][CH:15]=[CH:16][C:11]=3[C:10](=[O:17])[NH:9][C:8]3[CH:18]=[CH:19][CH:20]=[CH:21][C:7]2=3)=[O:5])[CH2:23][CH2:24]1. Procedure: 6.0 gm (0.02 mol) of 5-(3-chloro-propionyl)-5,10-dihydro-11H-dibenzo[b,e][1,4]diazepin-11-one and 10 gm (0.11 mol) of morpholine were refluxed in 200 ml of isopropanol for 2 hours. The solvent was distilled off, the residue was dissolved in methylene chloride, and the solution was washed with water. After distilling off the solvent, the residue was recrystallized from isopropanol. Reactants: c1(c(csc1)C(OC)=O)NC=O, O([C@@H]1[C@@H]([C@H](O[C@H]1OC(=O)C)COC(c1ccccc1)=O)OC(c1ccccc1)=O)C(c1ccccc1)=O. Reagents/catalysts: B(F)(F)F.CCOCC (BF3.OEt2), c1ccc(cc1)-c2c3ccccc3cc4ccccc24 (9-Phenylanthracene). Solvent: CC#N (MeCN). Reaction conditions: temperature 60 celsius, time 18 hour. Product: COC(=O)c1csc([C@@H]2O[C@H](COC(=O)c3ccccc3)[C@@H](OC(=O)c4ccccc4)[C@H]2OC(=O)c5ccccc5)c1NC=O. RXN SMILES: [CH3:1][O:2][C:3]([c:5]1[c:9]([NH:10][CH:11]=[O:12])[cH:8][s:7][cH:6]1)=[O:4].CC(O[C@H:13]1[C@H:36]([O:37][C:38]([c:40]2[cH:45][cH:44][cH:43][cH:42][cH:41]2)=[O:39])[C@H:26]([O:27][C:28]([c:30]3[cH:35][cH:34][cH:33][cH:32][cH:31]3)=[O:29])[C@@H:15]([CH2:16][O:17][C:18]([c:20]4[cH:25][cH:24][cH:23][cH:22][cH:21]4)=[O:19])[O:14]1)=O>>[CH3:1][O:2][C:3]([c:5]1[c:9]([NH:10][CH:11]=[O:12])[c:8]([C@H:13]2[C@H:36]([O:37][C:38]([c:40]3[cH:45][cH:44][cH:43][cH:42][cH:41]3)=[O:39])[C@H:26]([O:27][C:28]([c:30]4[cH:35][cH:34][cH:33][cH:32][cH:31]4)=[O:29])[C@@H:15]([CH2:16][O:17][C:18]([c:20]5[cH:25][cH:24][cH:23][cH:22][cH:21]5)=[O:19])[O:14]2)[s:7][cH:6]1)=[O:4].